From a dataset of the Open Reaction Database (ORD), a public repository of structured organic reaction records. describe an organic reaction: reactants, conditions, products, and yield The reactants are COC(=O)c1cnc(Cl)c(Br)c1, [H-], [Na+], CN(C)C=O, OC1CCCC1. Product: COC(=O)c1cnc(OC2CCCC2)c(Br)c1. As a reaction SMILES: [CH3:9][O:10][C:11](=[O:12])[c:13]1[cH:14][n:15][c:16]([Cl:20])[c:17]([Br:19])[cH:18]1.[H-:7].[Na+:8].[O:21]=[CH:22][N:23]([CH3:24])[CH3:25].[OH:1][CH:2]1[CH2:3][CH2:4][CH2:5][CH2:6]1>>[O:1]([CH:2]1[CH2:3][CH2:4][CH2:5][CH2:6]1)[c:16]1[n:15][cH:14][c:13]([C:11]([O:10][CH3:9])=[O:12])[cH:18][c:17]1[Br:19].